Dataset: the Open Reaction Database (ORD), a public repository of structured organic reaction records. Task: describe an organic reaction: reactants, conditions, products, and yield The reactants are NC1=CC(=NO1)CCCCCCCCCCCC (5-amino-3-dodecylisoxazole), C(C)(C)C1=C(C(=CC=C1)C(C)C)N=C=O (2,6-Diisopropylphenylisocyanate). Run in C(C)#N (acetonitrile). Conditions: temperature -20 celsius. Yields the product CC(C)C1=C(C(=CC=C1)C(C)C)NC(=O)NC1=CC(=NO1)CCCCCCCCCCCC (N-[2,6-bis(1-methylethyl)phenyl]-N'-(3-dodecyl-5-isoxazolyl)urea). Isolated yield 20.4%. As a reaction SMILES: [NH2:1][C:2]1[O:6][N:5]=[C:4]([CH2:7][CH2:8][CH2:9][CH2:10][CH2:11][CH2:12][CH2:13][CH2:14][CH2:15][CH2:16][CH2:17][CH3:18])[CH:3]=1.[CH:19]([C:22]1[CH:27]=[CH:26][CH:25]=[C:24]([CH:28]([CH3:30])[CH3:29])[C:23]=1[N:31]=[C:32]=[O:33])([CH3:21])[CH3:20]>C(#N)C>[CH3:21][CH:19]([C:22]1[CH:27]=[CH:26][CH:25]=[C:24]([CH:28]([CH3:29])[CH3:30])[C:23]=1[NH:31][C:32]([NH:1][C:2]1[O:6][N:5]=[C:4]([CH2:7][CH2:8][CH2:9][CH2:10][CH2:11][CH2:12][CH2:13][CH2:14][CH2:15][CH2:16][CH2:17][CH3:18])[CH:3]=1)=[O:33])[CH3:20]. Reported procedure: A slurry of 5-amino-3-dodecylisoxazole (1.44 g, 5.71 mmol) in acetonitrile (50 mL) was warmed until homogeneous. 2,6-Diisopropylphenylisocyanate (1.22 mL, 5.71 mmol) was then added in one portion and the resulting solution was heated under reflux for 24 hours. The resulting solution was cooled to -20° C. The resulting precipitate was collected by filtration, dissolved in a minimal amount of warm chloroform, and chromatographed on silica (70:30 hexane:ethyl acetate). The product containing fracti... The solvent is CC(=O)C (acetone). Reagents/catalysts: [Cu](Cl)Cl (copper (II) chloride). RXN SMILES: [CH:1]1([CH2:6][C@H:7]([C@H:11]([OH:15])[C:12]([OH:14])=[O:13])[C:8]([OH:10])=[O:9])[CH2:5][CH2:4][CH2:3][CH2:2]1.CO[C:18](OC)([CH3:20])[CH3:19]>CC(C)=O.[Cu](Cl)Cl>[CH:1]1([CH2:6][C@H:7]([C@H:11]2[C:12](=[O:14])[O:13][C:18]([CH3:20])([CH3:19])[O:15]2)[C:8]([OH:10])=[O:9])[CH2:5][CH2:4][CH2:3][CH2:2]1. The product is C1(CCCC1)C[C@@H](C(=O)O)[C@@H]1OC(OC1=O)(C)C ((2R)-3-cyclopentyl-2-[(4S)-2,2-dimethyl-5-oxo-1,3-dioxolan-4-yl]propanoic acid). Conditions: time 16 hour. The reactants are C1(CCCC1)C[C@@H](C(=O)O)[C@@H](C(=O)O)O ((2R,3S)-2-(cyclopentylmethyl)-3-hydroxysuccinic acid), COC(C)(C)OC (2,2-dimethoxypropane). Procedure: To a solution of (2R,3S)-2-(cyclopentylmethyl)-3-hydroxysuccinic acid (18.97 g, 87.73 mmol; 1.0 eq.) in acetone (300 mL) was added 2,2-dimethoxypropane (21.6 mL, 175.46 mmol, 2.0 eq.) and copper (II) chloride (1.18 g; 8.77 mmol, 0.1 eq.). The resulting reaction mixture was stirred for 16 h at RT. The reaction mixture was evaporated and the residue taken up in CHCl3 (200 mL). Activated charcoal (10 g) was added and the resulting mixture was stirred at RT for 30 minutes. Filtration on a pad of cel... Reactants: N1=CN=CN=C1 (s-triazine), FC1=C(C=CC=C1)C1C(=C(NC(=C1C(=O)OC)C)C)C(=O)OC (dimethyl 4-(2-fluorophenyl)-1,4-dihydro-2,6-dimethylpyridine-3,5-dicarboxylate), [H-].[Na+] (sodium hydride). Run in CN(C=O)C (dimethylformamide), CN(C=O)C (dimethylformamide), CN(C=O)C (dimethylformamide). Product: FC1=C(C=CC=C1)C1C(=C(NC=2C=CNC(C12)=O)C)C(=O)OC (methyl (±)-4-(2-fluorophenyl)-1,4,5,6-tetrahydro-2-methyl-5-oxo-1,6-naphthyridine-3-carboxylate). RXN SMILES: [F:1][C:2]1[CH:7]=[CH:6][CH:5]=[CH:4][C:3]=1[CH:8]1[C:13]([C:14]([O:16]C)=O)=[C:12]([CH3:18])[NH:11][C:10]([CH3:19])=[C:9]1[C:20]([O:22][CH3:23])=[O:21].[H-].[Na+].[N:26]1C=NC=N[CH:27]=1>CN(C)C=O>[F:1][C:2]1[CH:7]=[CH:6][CH:5]=[CH:4][C:3]=1[CH:8]1[C:13]2[C:14](=[O:16])[NH:26][CH:27]=[CH:18][C:12]=2[NH:11][C:10]([CH3:19])=[C:9]1[C:20]([O:22][CH3:23])=[O:21] |f:1.2|. Reported procedure: A solution of 31.5 g (120 mMol) dimethyl 4-(2-fluorophenyl)-1,4-dihydro-2,6-dimethylpyridine-3,5-dicarboxylate in 260 ml dimethylformamide is added dropwise, under an atmosphere of nitrogen, to a suspension of 3.8 g (130 mMol) sodium hydride (80% in paraffin oil) in 60 ml dry dimethylformamide. Upon slowing down of the evolution of gas, the reaction mixture is further stirred for ten minutes at ambient temperature and subsequently 10.0 g (120 mMol) s-triazine in 260 ml dimethylformamide are adde... Starting materials: [H-].[H-].[H-].[H-].[Li+].[Al+3] (LAH), CC([C@@H](C(=O)NC)NC(=O)N1N=C(C=2CN(CCC21)CC(=O)OCC)C2=C(C=C(C(=C2)F)F)F)(C)C ((S)-ethyl 2-(1-(3,3-dimethyl-1-(methylamino)-1-oxobutan-2-ylcarbamoyl)-3-(2,4,5-trifluorophenyl)-6,7-dihydro-1H-pyrazolo[4,3-c]pyridin-5(4H)-yl)acetate). Solvent: C1CCOC1 (THF), C1CCOC1 (THF). Conditions: time 30 minute. Product: CC([C@@H](C(=O)NC)NC(=O)N1N=C(C=2CN(CCC21)CCO)C2=C(C=C(C(=C2)F)F)F)(C)C ((S)-N-(3,3-dimethyl-1-(methylamino)-1-oxobutan-2-yl)-5-(2-hydroxyethyl)-3-(2,4,5-trifluorophenyl)-4,5,6,7-tetrahydro-1H-pyrazolo[4,3-c]pyridine-1-carboxamide). The yield is 65.4%. RXN SMILES: [H-].[H-].[H-].[H-].[Li+].[Al+3].[CH3:7][C:8]([CH3:42])([CH3:41])[C@H:9]([NH:14][C:15]([N:17]1[C:25]2[CH2:24][CH2:23][N:22]([CH2:26][C:27](OCC)=[O:28])[CH2:21][C:20]=2[C:19]([C:32]2[CH:37]=[C:36]([F:38])[C:35]([F:39])=[CH:34][C:33]=2[F:40])=[N:18]1)=[O:16])[C:10]([NH:12][CH3:13])=[O:11]>C1COCC1>[CH3:7][C:8]([CH3:42])([CH3:41])[C@H:9]([NH:14][C:15]([N:17]1[C:25]2[CH2:24][CH2:23][N:22]([CH2:26][CH2:27][OH:28])[CH2:21][C:20]=2[C:19]([C:32]2[CH:37]=[C:36]([F:38])[C:35]([F:39])=[CH:34][C:33]=2[F:40])=[N:18]1)=[O:16])[C:10]([NH:12][CH3:13])=[O:11] |f:0.1.2.3.4.5|. Procedure: To a suspension of LAH powder (8 mg) in THF was added a solution of compound 83 (45 mg) in THF at 0° C. under nitrogen. After stirring for 30 min, the reaction was quenched with brine and extracted with EtOAc. The combined organic phase was dried over sodium sulfate and evaporated to dryness. The residue was dissolved in MeOH and purified with a preparative LC-MS to give compound 85 (27 mg). LCMS (+ESI) m/z=468.3 [M+H]+. The reactants are O=C(Cl)Cl, O=C1CNC(c2ccccc2)c2cc(Cl)ccc2N1, c1ccccc1. Product: O=C1CN(C(=O)Cl)C(c2ccccc2)c2cc(Cl)ccc2N1. RXN SMILES: [Cl:20][C:21]([Cl:22])=[O:23].[c:1]1([CH:7]2[NH:8][CH2:9][C:10](=[O:19])[NH:11][c:12]3[c:13]2[cH:14][c:15]([Cl:18])[cH:16][cH:17]3)[cH:2][cH:3][cH:4][cH:5][cH:6]1.[cH:24]1[cH:25][cH:26][cH:27][cH:28][cH:29]1>>[c:1]1([CH:7]2[N:8]([C:21]([Cl:20])=[O:23])[CH2:9][C:10](=[O:19])[NH:11][c:12]3[c:13]2[cH:14][c:15]([Cl:18])[cH:16][cH:17]3)[cH:2][cH:3][cH:4][cH:5][cH:6]1. Starting materials: COC(=O)C1CC1C(=O)OC, O=P([O-])([O-])[O-]. Yields the product COC(=O)C1CC1C(=O)O. As a reaction SMILES: [CH3:1][O:2][C:3](=[O:4])[CH:5]1[CH:6]([C:8](=[O:9])[O:10][CH3:11])[CH2:7]1.[O-:12][P:13](=[O:14])([O-:15])[O-:16]>>[CH3:1][O:2][C:3](=[O:4])[CH:5]1[CH:6]([C:8](=[O:9])[OH:10])[CH2:7]1. Starting materials: FC=1C=C(C=CC1F)N1N=CC(=C(C1=O)OS(=O)(=O)C1=CC=C(C)C=C1)C1=CC=C(C=C1)S(=O)(=O)C (2-(3,4-difluorophenyl)-4-tosyloxy-5-[4-(methylsulfonyl)phenyl]-3(2H)-pyridazinone), CC(CCCO)C (4-methyl-1-pentanol). Product: FC=1C=C(C=CC1F)N1N=CC(=C(C1=O)OCCCC(C)C)C1=CC=C(C=C1)S(=O)(=O)C (2-(3,4-Difluorophenyl)-4-(4-methyl-1-pentyloxy)-5-[4-(methylsulfonyl)phenyl]-3(2H)-pyridazinone). Reaction SMILES: [F:1][C:2]1[CH:3]=[C:4]([N:9]2[C:14](=[O:15])[C:13]([O:16]S(C3C=CC(C)=CC=3)(=O)=O)=[C:12]([C:27]3[CH:32]=[CH:31][C:30]([S:33]([CH3:36])(=[O:35])=[O:34])=[CH:29][CH:28]=3)[CH:11]=[N:10]2)[CH:5]=[CH:6][C:7]=1[F:8].[CH3:37][CH:38]([CH3:43])[CH2:39][CH2:40][CH2:41]O>>[F:1][C:2]1[CH:3]=[C:4]([N:9]2[C:14](=[O:15])[C:13]([O:16][CH2:41][CH2:40][CH2:39][CH:38]([CH3:43])[CH3:37])=[C:12]([C:27]3[CH:28]=[CH:29][C:30]([S:33]([CH3:36])(=[O:34])=[O:35])=[CH:31][CH:32]=3)[CH:11]=[N:10]2)[CH:5]=[CH:6][C:7]=1[F:8]. Procedure: The title compound was prepared according to the method of Example 178, starting with 2-(3,4-difluorophenyl)-4-tosyloxy-5-[4-(methylsulfonyl)phenyl]-3(2H)-pyridazinone in place of 2-(4-fluorophenyl)-4-tosyloxy-5-[4-(methylsulfonyl)phenyl]-3(2H)-pyridazinone and substituting 4-methyl-1-pentanol in place of 2-ethyl-1-hexanol (yield: 120 mg, 52%). mp 98-99° C. 1H NMR (300 MHz, DMSO-d6) δ 0.73 (d, J=7 Hz, 6H), 1.02 (m, 2H), 1.29 (m, 1H), 1.54 (m, 2H), 3.30 (s, 3H), 4.40 (t, J=7 Hz, 2H), 7.52 (m, 1H)...